From a dataset of the Open Reaction Database (ORD), a public repository of structured organic reaction records. describe an organic reaction: reactants, conditions, products, and yield As a reaction SMILES: [CH3:8][c:9]1[c:10]([CH2:11][NH:12][C:13](=[O:14])[CH:15]2[N:16]([C:22]([CH:23]([CH:24]([CH2:25][c:26]3[cH:27][cH:28][cH:29][cH:30][cH:31]3)[NH:32][C:33]([CH:34]([NH:35][C:36](=[O:37])[O:38][C:39]([CH3:40])([CH3:41])[CH3:42])[CH2:43][C:44]([NH2:45])=[O:46])=[O:47])[OH:48])=[O:49])[CH2:17][S:18][C:19]2([CH3:20])[CH3:21])[cH:50][cH:51][cH:52][cH:53]1.[ClH:1].[O:2]1[CH2:3][CH2:4][O:5][CH2:6][CH2:7]1>>[CH3:8][c:9]1[c:10]([CH2:11][NH:12][C:13](=[O:14])[CH:15]2[N:16]([C:22]([CH:23]([CH:24]([CH2:25][c:26]3[cH:27][cH:28][cH:29][cH:30][cH:31]3)[NH:32][C:33]([CH:34]([NH:35][C:36](=[O:37])[O:38][CH3:39])[CH2:43][C:44]([NH2:45])=[O:46])=[O:47])[OH:48])=[O:49])[CH2:17][S:18][C:19]2([CH3:20])[CH3:21])[cH:50][cH:51][cH:52][cH:53]1. Yields the product COC(=O)NC(CC(N)=O)C(=O)NC(Cc1ccccc1)C(O)C(=O)N1CSC(C)(C)C1C(=O)NCc1ccccc1C. Reactants: Cc1ccccc1CNC(=O)C1N(C(=O)C(O)C(Cc2ccccc2)NC(=O)C(CC(N)=O)NC(=O)OC(C)(C)C)CSC1(C)C, Cl, C1COCCO1.